Dataset: the Open Reaction Database (ORD), a public repository of structured organic reaction records. Task: describe an organic reaction: reactants, conditions, products, and yield The reactants are [O-]I(=O)(=O)=O.[Na+] (Sodium (meta)periodate), COC(=O)C1=CC(=NO1)OCC=1C(=NOC1[C@H]([C@@H](C1=CC=CC=C1)O)O)C1=CC=C(C=C1)F (3-[5-((1S,2R)-1,2-dihydroxy-2-phenyl-ethyl)-3-(4-fluoro-phenyl)-isoxazol-4-ylmethoxy]-isoxazole-5-carboxylic acid methyl ester). Procedure details: Sodium (meta)periodate (2.68 g, 8.4 mmol) was added to a solution of 3-[5-((1S,2R)-1,2-dihydroxy-2-phenyl-ethyl)-3-(4-fluoro-phenyl)-isoxazol-4-ylmethoxy]-isoxazole-5-carboxylic acid methyl ester (3.8 g, 8.4 mmol) in THF (21 mL) and de-ionized water (4.3 mL) at 0° C. and the resulting mixture stirred overnight at 0° C. The reaction mixture was extracted with ethyl acetate the combined organic phases were washed with brine, dried over sodium sulfate, filtered and evaporated to afford the title co... The solvent is C1CCOC1 (THF), O (water). Run at temperature 0 celsius, time 8 hour. Yields the product COC(=O)C1=CC(=NO1)OCC=1C(=NOC1C=O)C1=CC=C(C=C1)F (3-[3-(4-Fluoro-phenyl)-5-formyl-isoxazol-4-ylmethoxy]-isoxazole-5-carboxylic acid methyl ester). The yield is 99.7%. Reaction SMILES: [O-]I(=O)(=O)=O.[Na+].[CH3:7][O:8][C:9]([C:11]1[O:15][N:14]=[C:13]([O:16][CH2:17][C:18]2[C:19]([C:33]3[CH:38]=[CH:37][C:36]([F:39])=[CH:35][CH:34]=3)=[N:20][O:21][C:22]=2[C@@H:23]([OH:32])[C@H](O)C2C=CC=CC=2)[CH:12]=1)=[O:10]>C1COCC1.O>[CH3:7][O:8][C:9]([C:11]1[O:15][N:14]=[C:13]([O:16][CH2:17][C:18]2[C:19]([C:33]3[CH:34]=[CH:35][C:36]([F:39])=[CH:37][CH:38]=3)=[N:20][O:21][C:22]=2[CH:23]=[O:32])[CH:12]=1)=[O:10] |f:0.1|. Yields the product ClC1=CN=C(S1)N(S(=O)(=O)C1=CC(=C(C=C1)F)C#N)CC1=C(C=C(C=C1)OC)OC (N-(5-Chloro-1,3-thiazol-2-yl)-3-cyano-N-(2,4-dimethoxybenzyl)-4-fluorobenzenesulfonamide). Isolated yield 57.0%. The reactants are C(#N)C=1C=C(C=CC1F)S(=O)(=O)Cl (3-Cyano-4-fluorobenzenesulfonyl chloride), ClC1=CN=C(S1)NCC1=C(C=C(C=C1)OC)OC (5-chloro-N-(2,4-dimethoxybenzyl)-1,3-thiazol-2-amine), C[Si](N[Si](C)(C)C)(C)C.[Li] (Lithium hexamethyldisilazane), [Cl-].[NH4+] (ammonium chloride). Conditions: temperature -70 celsius, time 5 minute. Procedure details: Under an atmosphere of nitrogen, 5-chloro-N-(2,4-dimethoxybenzyl)-1,3-thiazol-2-amine (Preparation 208, 3.0 g 10.5 mmol) was dissolved in tetrahydrofuran (20 ml) and cooled to −70° C. Lithium hexamethyldisilazane (1 M in tetrahydrofuran, 12.6 ml, 12.6 mmol) was added dropwise, keeping the temperature below −60° C. After 5 minutes, the cooling bath was removed and the reaction warmed to room temperature, stirred for a further 5 minutes then cooled back to −70° C. 3-Cyano-4-fluorobenzenesulfonyl c... Run in O1CCCC1 (tetrahydrofuran), O (water), O1CCCC1 (tetrahydrofuran). Reaction SMILES: [Cl:1][C:2]1[S:6][C:5]([NH:7][CH2:8][C:9]2[CH:14]=[CH:13][C:12]([O:15][CH3:16])=[CH:11][C:10]=2[O:17][CH3:18])=[N:4][CH:3]=1.C[Si](C)(C)N[Si](C)(C)C.[Li].[C:29]([C:31]1[CH:32]=[C:33]([S:38](Cl)(=[O:40])=[O:39])[CH:34]=[CH:35][C:36]=1[F:37])#[N:30].[Cl-].[NH4+]>O1CCCC1.O>[Cl:1][C:2]1[S:6][C:5]([N:7]([CH2:8][C:9]2[CH:14]=[CH:13][C:12]([O:15][CH3:16])=[CH:11][C:10]=2[O:17][CH3:18])[S:38]([C:33]2[CH:34]=[CH:35][C:36]([F:37])=[C:31]([C:29]#[N:30])[CH:32]=2)(=[O:39])=[O:40])=[N:4][CH:3]=1 |f:1.2,4.5,^1:27|.